This data is from the Open Reaction Database (ORD), a public repository of structured organic reaction records. The task is: describe an organic reaction: reactants, conditions, products, and yield Starting materials: N1[C@H](CC[C@H](C1)C(=O)OC)C(=O)OC (Dimethyl cis-piperidine-2,5-dicarboxylate), C(C=1C(O)=CC=CC1)=O (salicylaldehyde), title products. The solvent is C(C)(=O)O (acetic acid). Run at temperature 100 celsius. Product: COC(=O)[C@@H]1CC[C@@H](NC1)C(=O)O (cis-5-(Methoxycarbonyl)piperidine-2-carboxylic Acid). RXN SMILES: [NH:1]1[CH2:6][C@H:5]([C:7]([O:9][CH3:10])=[O:8])[CH2:4][CH2:3][C@@H:2]1[C:11]([O:13]C)=[O:12].C(=O)C1C(=CC=CC=1)O>C(O)(=O)C>[CH3:10][O:9][C:7]([C@H:5]1[CH2:6][NH:1][C@@H:2]([C:11]([OH:13])=[O:12])[CH2:3][CH2:4]1)=[O:8]. Procedure: Dimethyl cis-piperidine-2,5-dicarboxylate (112 g, 0.56 mol), salicylaldehyde (3 ml, 0.056 mol) and glacial acetic acid (600 ml) were combined and the resulting mixture heated at about 100° C. for 60 hours. The mixture was cooled, than stripped in vacuo to a thick oil from which 61.7 g (59%) of title products crystallized upon stirring with 800 ml of isopropyl alcohol. Product ratio was determined by 1H-NMR (D2O, 300 MHz), a peak at 3.13 ppm (t, 1H, J=14.5 Hz) being diagnostic of trans, and a pea... Starting materials: C(C)(C)C=1C(=C(C(=C(C1)C(C)C)CO)C1=CC=C(C=C1)F)COCC1=CC=C(C=C1)C (3,5-Diisopropyl-2-[(p-methylbenzyloxy)methyl]-6-hydroxymethyl-4′-fluoro-1,1′-biphenyl), C(Cl)Cl.CCCCCC (CH2Cl2 hexane). The product is C(C)(C)C=1C(=C(C(=C(C1)C(C)C)C(C)O)C1=CC=C(C=C1)F)COCC1=CC=C(C=C1)C ((+)-3,5-Diisopropyl-2-[(p-methylbenzyloxy)methyl]-6-(1-hydroxyethyl)-4′-fluoro-1,1′-biphenyl). Reaction SMILES: [CH:1]([C:4]1[C:5]([CH2:22][O:23][CH2:24][C:25]2[CH:30]=[CH:29][C:28]([CH3:31])=[CH:27][CH:26]=2)=[C:6]([C:15]2[CH:20]=[CH:19][C:18]([F:21])=[CH:17][CH:16]=2)[C:7]([CH2:13][OH:14])=[C:8]([CH:10]([CH3:12])[CH3:11])[CH:9]=1)([CH3:3])[CH3:2].[CH2:32](Cl)Cl.CCCCCC>>[CH:1]([C:4]1[C:5]([CH2:22][O:23][CH2:24][C:25]2[CH:26]=[CH:27][C:28]([CH3:31])=[CH:29][CH:30]=2)=[C:6]([C:15]2[CH:20]=[CH:19][C:18]([F:21])=[CH:17][CH:16]=2)[C:7]([CH:13]([OH:14])[CH3:32])=[C:8]([CH:10]([CH3:12])[CH3:11])[CH:9]=1)([CH3:2])[CH3:3] |f:1.2|. Reported procedure: The title compound was prepared by subjecting the intermediate obtained in Step A to the procedures described in Example 244, Steps I-K. mp 84-86° C.; Rf=0.1 (80% CH2Cl2/hexane); 1H NMR (300 MHz, CDCl3): δ 7.39 (s, 1H), 7.27 (m, 2H), 7.09 (m, 6H), 4.76 (dq, J=1.5, 7 Hz, 1H), 4.22 (s, 2H), 4.03 (s, 2H), 3.89 (septet, J=6.6 Hz, 1H), 3.26 (septet, J=6.6 Hz, 1H), 2.35 (s, 3H), 1.66 (s, 1H), 1.40 (d, J=6.6 Hz, 3H), 1.26 (m, 12H); FAB-MS calcd for (C29H35FO2) 434, found 417 (M—OH); Anal. Calcd for C29... Reactants: ClC1=CC=C(C(=N1)NCCCOC)[N+](=O)[O-] (6-Chloro-N-(3-methoxypropyl)-3-nitropyridin-2-amine), resultant mixture. Reagents/catalysts: [Zn] (Zinc). Product: ClC1=CC=C(C(=N1)NCCCOC)N (6-chloro-N2-(3-methoxypropyl)pyridine-2,3-diamine). Reaction SMILES: [Cl:1][C:2]1[N:7]=[C:6]([NH:8][CH2:9][CH2:10][CH2:11][O:12][CH3:13])[C:5]([N+:14]([O-])=O)=[CH:4][CH:3]=1>[Zn]>[Cl:1][C:2]1[N:7]=[C:6]([NH:8][CH2:9][CH2:10][CH2:11][O:12][CH3:13])[C:5]([NH2:14])=[CH:4][CH:3]=1. Procedure: 6-Chloro-N-(3-methoxypropyl)-3-nitropyridin-2-amine (2.84 mmol, 0.698 g) was added to an oven dried 50 mL round-bottomed flask equipped for stirring under nitrogen. Methanol (15 mL) and acetic acid (1.5 mL, glacial) were then added. Zinc (15.29 mmol, 1.0 g, 20-30 mesh) was then added and the resultant mixture was allowed to stir at room temperature for 16 hr. Analysis of the reaction by LC/MS indicated a complete conversion to product at this time. This resultant mixture was then filtered over C... Starting materials: S1(=O)(=O)NC(=O)C2=CC=CC=C12.[Na] (sodium saccharin), C(CCCCCCCCCCCCCCC)S(=O)(=O)NC=1C=C(C=CC1)C(CBr)=O (m-(Hexadecanesulfonamido)bromoacetophenone). Run in CN(C=O)C (dimethylformamide), [Cl-].[Na+].O (brine). Conditions: time 8 hour. The product is S1(=O)(=O)NC(=O)C2=CC=CC=C12 (saccharin). Isolated yield 300.1%. Reaction SMILES: [S:1]1([C:12]2[C:7](=[CH:8][CH:9]=[CH:10][CH:11]=2)[C:5](=[O:6])[NH:4]1)(=[O:3])=[O:2].[Na].C(S(NC1C=C(C(=O)CBr)C=CC=1)(=O)=O)CCCCCCCCCCCCCCC>CN(C)C=O.[Cl-].[Na+].O>[S:1]1([C:12]2[C:7](=[CH:8][CH:9]=[CH:10][CH:11]=2)[C:5](=[O:6])[NH:4]1)(=[O:2])=[O:3] |f:0.1,4.5.6,^1:12|. Procedure: A mixture of 4.5 g of sodium saccharin and 10 g of the product of Step B in 70 ml of dimethylformamide was stirred overnight at ambient temperature. The reaction mixture was poured in brine and icy water (about 600 ml) and the precipirated product was filtered, and recrystallized from 200 ml of methanol to give 12 g (100%) of Compound 24: mp 85.9° . The reactants are C(C)(C)(C)OC(C1=CC(=CC(=C1)N1C(CCC1)=O)Br)=O (3-bromo-5-(2-oxo-pyrrolidin-1-yl)-benzoic acid tert-butyl ester), CC(C)([O-])C.[Na+] (sodium tert-butoxide), C1(CCCCC1)P(C1=C(C=CC=C1)C1=CC=CC=C1)C1CCCCC1 (2-(dicyclohexylphosphino)biphenyl), O (H2O), C(C)NCC1=CC=CC=C1 (N-Ethylbenzylamine). Reagents/catalysts: C=1C=CC(=CC1)/C=C/C(=O)/C=C/C2=CC=CC=C2.C=1C=CC(=CC1)/C=C/C(=O)/C=C/C2=CC=CC=C2.C=1C=CC(=CC1)/C=C/C(=O)/C=C/C2=CC=CC=C2.[Pd].[Pd] (tris(dibenzylideneacetone)dipalladium(0)). Solvent: C1(=CC=CC=C1)C (toluene), CCOC(=O)C (AcOEt). Run at temperature 90 celsius, time 2 hour. Product: C(C)(C)(C)OC(C1=C(C(=CC=C1)N(CC)CC1=CC=CC=C1)N1C(CCC1)=O)=O ((Benzyl-ethyl-amino)-(2-oxo-pyrrolidin-1-yl)-benzoic acid tert-butyl ester). Isolated yield 60.0%. As a reaction SMILES: C(OC(=O)[C:7]1[CH:12]=[C:11]([N:13]2[CH2:17][CH2:16][CH2:15][C:14]2=[O:18])[CH:10]=[C:9](Br)[CH:8]=1)(C)(C)C.C[C:22](C)([O-:24])C.[Na+].C1(P(C2CCCCC2)[C:34]2C=CC=[CH:36][C:35]=2[C:40]2C=CC=CC=2)CCCCC1.[CH2:52]([NH:54][CH2:55][C:56]1[CH:61]=[CH:60][CH:59]=[CH:58][CH:57]=1)[CH3:53].[OH2:62]>CCOC(C)=O.C1C=CC(/C=C/C(/C=C/C2C=CC=CC=2)=O)=CC=1.C1C=CC(/C=C/C(/C=C/C2C=CC=CC=2)=O)=CC=1.C1C=CC(/C=C/C(/C=C/C2C=CC=CC=2)=O)=CC=1.[Pd].[Pd].C1(C)C=CC=CC=1>[C:35]([O:62][C:22](=[O:24])[C:12]1[CH:7]=[CH:8][CH:9]=[C:10]([N:54]([CH2:55][C:56]2[CH:61]=[CH:60][CH:59]=[CH:58][CH:57]=2)[CH2:52][CH3:53])[C:11]=1[N:13]1[CH2:17][CH2:16][CH2:15][C:14]1=[O:18])([CH3:40])([CH3:36])[CH3:34] |f:1.2,7.8.9.10.11|. Reported procedure: A flask was charged under nitrogen with 3-bromo-5-(2-oxo-pyrrolidin-1-yl)-benzoic acid tert-butyl ester (D9b) (4.6 g, 13 mmol, 1 equiv), sodium tert-butoxide (1.9 g, 19.5 mmol, 1.5 equiv), tris(dibenzylideneacetone)dipalladium(0) (395 mg, 0.65 mmol, 0.05 equiv), 2-(dicyclohexylphosphino)biphenyl (341 mg, 0.97 mmol, 0.075 equiv) and toluene (100 ml). N-Ethylbenzylamine (2.9 ml, 19.5 mmol, 1.5 equiv) was then added via syringe and the resulting mixture was stirred at 90° C. for 2 h then cooled to ... Reactants: C[C@@]12C=3C=CC=CC3C[C@@H](N1)C4=C2C=CC=C4 (MK801), solution, [Cl-].[Na+].O (brine), [Cl-].C1(=CC=CC=C1)N1N(N([NH+]=C1)C1=CC=CC=C1)C1=CC=CC=C1 (Triphenyltetrazolium chloride), O (water). The product is C(CCC)C1OC(=O)C2=CC=CC=C12 (Butylphthalide). RXN SMILES: C[C@:2]12[C:13]3[CH:14]=[CH:15][CH:16]=[CH:17][C:12]=3[C@H:10](N1)C[C:8]1[CH:7]=[CH:6]C=C[C:3]2=1.[Cl-].C1(N2C=[NH+]N(C3C=CC=CC=3)N2C2C=CC=CC=2)C=CC=CC=1.[OH2:42].[Cl-].[Na+].[OH2:45]>>[CH2:3]([CH:2]1[C:13]2[C:12](=[CH:17][CH:16]=[CH:15][CH:14]=2)[C:10](=[O:45])[O:42]1)[CH2:8][CH2:7][CH3:6] |f:1.2,4.5.6|. Procedure details: l-, d-, and dl-NBP were all provided by department of synthetic pharmaceutical chemistry of our institute, both optical and chemical purity of which are >99%, and the optical activity of which is −66.49°, +66.88° and 0°, respectively. They were formulated with vegetable oil. MK801 is the product of Sigma, and was formulated with physiological brine. Triphenyltetrazolium chloride (TTC), which was manufactured by Beijing Chemical Plant, was formulated with distilled water into 4% solution for use. Reactants: OC1=C(C=C(C(=O)OC)C=C1)OC (methyl 4-hydroxy-3-methoxy-benzoate), CC(CO)=C (2-methylprop-2-en-1-ol), C1(=CC=CC=C1)P(C1=CC=CC=C1)C1=CC=CC=C1 (triphenylphosphine), CC(C)OC(=O)/N=N/C(=O)OC(C)C (DIAD). Solvent: C1CCOC1 (THF). Conditions: temperature 55 celsius, time 16 hour. Product: COC=1C=C(C(=O)OC)C=CC1OCC(=C)C (methyl 3-methoxy-4-(2-methylallyloxy)benzoate). The yield is 74.8%. As a reaction SMILES: [OH:1][C:2]1[CH:11]=[CH:10][C:5]([C:6]([O:8][CH3:9])=[O:7])=[CH:4][C:3]=1[O:12][CH3:13].[CH3:14][C:15](=[CH2:18])[CH2:16]O.C1(P(C2C=CC=CC=2)C2C=CC=CC=2)C=CC=CC=1.CC(OC(/N=N/C(OC(C)C)=O)=O)C>C1COCC1>[CH3:13][O:12][C:3]1[CH:4]=[C:5]([CH:10]=[CH:11][C:2]=1[O:1][CH2:16][C:15]([CH3:18])=[CH2:14])[C:6]([O:8][CH3:9])=[O:7]. Reported procedure: To a stirred solution of methyl 4-hydroxy-3-methoxy-benzoate (2 g, 10.98 mmol), 2-methylprop-2-en-1-ol (871.0 mg, 1.0 mL, 12.1 mmol) and triphenylphosphine (3.17 g, 2.8 mL, 12.1 mmol) in THF (63.28 mL) at 0° C. was added DIAD (2.44 g, 2.34 mL, 12.1 mmol). The ice bath was removed and the reaction was stirred at 55° C. for 16 hours. The reaction mixture was diluted with EtOAc and washed sequentially with NaHCO3 (2×20 mL) and brine (2×20 mL) solutions. The organic layer was separated, dried over N...